This data is from the Open Reaction Database (ORD), a public repository of structured organic reaction records. The task is: describe an organic reaction: reactants, conditions, products, and yield Starting materials: Cl.BrC1=CC=NC=C1 (4-bromopyridine hydrochloride), C(#C)C1=CC=C(C=C1)C(F)(F)F (1-ethynyl-4-(trifluoromethyl)benzene). Reagents/catalysts: [Cu]I (copper(I) iodide), C1=CC=C(C=C1)P([C-]2C=CC=C2)C3=CC=CC=C3.C1=CC=C(C=C1)P([C-]2C=CC=C2)C3=CC=CC=C3.Cl[Pd]Cl.[Fe+2] (Pd(dppf)Cl2). Solvent: C(C)N(CC)CC (triethylamine). Reaction conditions: temperature 90 celsius. Yields the product FC(C1=CC=C(C=C1)C#CC1=CC=NC=C1)(F)F (4-{[4-(Trifluoromethyl)phenyl]ethynyl}pyridine). Reaction SMILES: Cl.Br[C:3]1[CH:8]=[CH:7][N:6]=[CH:5][CH:4]=1.[C:9]([C:11]1[CH:16]=[CH:15][C:14]([C:17]([F:20])([F:19])[F:18])=[CH:13][CH:12]=1)#[CH:10]>C(N(CC)CC)C.[Cu]I.C1C=CC(P(C2C=CC=CC=2)[C-]2C=CC=C2)=CC=1.C1C=CC(P(C2C=CC=CC=2)[C-]2C=CC=C2)=CC=1.Cl[Pd]Cl.[Fe+2]>[F:18][C:17]([F:19])([F:20])[C:14]1[CH:13]=[CH:12][C:11]([C:9]#[C:10][C:3]2[CH:8]=[CH:7][N:6]=[CH:5][CH:4]=2)=[CH:16][CH:15]=1 |f:0.1,5.6.7.8|. Procedure details: Under argon, a mixture of 1.20 g (6.17 mmol) of 4-bromopyridine hydrochloride, 1.57 g (9.26 mmol) of 1-ethynyl-4-(trifluoromethyl)benzene, 88 mg (0.46 mmol) of copper(I) iodide and 251 mg (0.31 mmol) of Pd(dppf)Cl2 in 10 ml of triethylamine is heated at 90° C. for 3 h. After concentration, the reaction mixture is taken up in 100 ml of ethyl acetate and washed with 2×100 ml of 1M HCl. The aqueous phase is adjusted to pH 10 using aqueous sodium hydroxide solution and extracted with 3×100 ml of chl...